This data is from the Open Reaction Database (ORD), a public repository of structured organic reaction records. The task is: describe an organic reaction: reactants, conditions, products, and yield Product: CC[C@@]1(C2=C(COC1=O)C(=O)N3CC=4C=C5C=C(C=CC5=NC4C3=C2)O)O (10-hydroxycamptothecin). The reactants are CC[C@@]1(C2=C(COC1=O)C(=O)N3CC4=C(C3=C2)N=C5C=CC(=CC5=C4)N)O (10-Aminocamptothecin), N(=O)[O-].[Na+] (sodium nitrite), N(=O)[O-].[Na+] (sodium nitrite). As a reaction SMILES: [CH3:1][CH2:2][C@@:3]1([OH:27])[C:8](=[O:9])[O:7][CH2:6][C:5]2[C:10]([N:12]3[C:16](=[CH:17][C:4]1=2)[C:15]1[N:18]=[C:19]2[C:24](=[CH:25][C:14]=1[CH2:13]3)[CH:23]=[C:22](N)[CH:21]=[CH:20]2)=[O:11].N([O-])=[O:29].[Na+]>S(=O)(=O)(O)O.C(Cl)(Cl)Cl>[CH3:1][CH2:2][C@@:3]1([OH:27])[C:8](=[O:9])[O:7][CH2:6][C:5]2[C:10]([N:12]3[C:16](=[CH:17][C:4]1=2)[C:15]1[N:18]=[C:19]2[C:24]([CH:23]=[C:22]([OH:29])[CH:21]=[CH:20]2)=[CH:25][C:14]=1[CH2:13]3)=[O:11] |f:1.2|. Yield: 55.8%. Reported procedure: 10-Aminocamptothecin (50 mg, 0.138 m-mol) is dissolved in a 10% aqueous solution of sulfuric acid (5 ml). To this solution in a salted ice bath is added dropwise slowly an aqueous solution of sodium nitrite (9.5 mg, 0.138 m-mol) with stirring. After the addition of sodium nitrite, the mixture is further stirred for 10 minutes in a salted ice bath. To the reaction mixture is added conc. sulfuric acid (1 ml), and the whole is boiled under reflux for 2 hours. The reaction mixture is diluted with ic... Solvent: ice water, C(Cl)(Cl)Cl (chloroform), S(O)(O)(=O)=O (sulfuric acid), aqueous solution, S(O)(O)(=O)=O (sulfuric acid). The product is CCCc1cc(Cl)c2oc(Cc3ccc(OC)cc3)c(C)c2c1O, [NH4+]. As a reaction SMILES: [CH2:25]([N:27]([CH2:26][CH3:28])[c:29]1[cH:30][cH:31][cH:32][cH:33][cH:34]1)[CH3:35].[CH3:1][O:2][c:3]1[cH:4][cH:5][c:6]([CH2:7][c:8]2[o:9][c:10]3[c:11]([c:12]2[CH3:13])[c:14]([OH:22])[c:15]([CH2:19][CH2:20][CH3:21])[cH:16][c:17]3[Cl:18])[cH:23][cH:24]1.[Cl:36][S:37]([OH:38])(=[O:39])=[O:40].[S:41]=[C:42]=[S:43]>>[CH3:1][O:2][c:3]1[cH:4][cH:5][c:6]([CH2:7][c:8]2[o:9][c:10]3[c:11]([c:12]2[CH3:13])[c:14]([OH:22])[c:15]([CH2:19][CH2:20][CH3:21])[cH:16][c:17]3[Cl:18])[cH:23][cH:24]1.[NH4+:27]. Reactants: CCN(CC)c1ccccc1, CCCc1cc(Cl)c2oc(Cc3ccc(OC)cc3)c(C)c2c1O, O=S(=O)(O)Cl, S=C=S.